Dataset: the Open Reaction Database (ORD), a public repository of structured organic reaction records. Task: describe an organic reaction: reactants, conditions, products, and yield Reactants: CC(=O)O, [BH3-]C#N, C=O, CCOC(C)=O, COC(=O)c1ccc2c(C3CCCCC3)c3n(c2c1)CC(NCCN(C)C)COc1cc(F)ccc1-3, ClCCl, [Na+], [Na+], [OH-]. The product is COC(=O)c1ccc2c(C3CCCCC3)c3n(c2c1)CC(N(C)CCN(C)C)COc1cc(F)ccc1-3. As a reaction SMILES: [C:39]([OH:40])(=[O:41])[CH3:42].[C:43]([BH3-:44])#[N:45].[CH2:37]=[O:38].[CH3:52][CH2:53][O:54][C:55]([CH3:56])=[O:57].[CH:1]1([c:7]2[c:8]3[cH:9][cH:10][c:11]([C:33](=[O:34])[O:35][CH3:36])[cH:12][c:13]3[n:14]3[c:21]2-[c:20]2[c:19]([cH:25][c:24]([F:26])[cH:23][cH:22]2)[O:18][CH2:17][CH:16]([NH:27][CH2:28][CH2:29][N:30]([CH3:31])[CH3:32])[CH2:15]3)[CH2:2][CH2:3][CH2:4][CH2:5][CH2:6]1.[Cl:49][CH2:50][Cl:51].[Na+:46].[Na+:48].[OH-:47]>>[CH:1]1([c:7]2[c:8]3[cH:9][cH:10][c:11]([C:33](=[O:34])[O:35][CH3:36])[cH:12][c:13]3[n:14]3[c:21]2-[c:20]2[c:19]([cH:25][c:24]([F:26])[cH:23][cH:22]2)[O:18][CH2:17][CH:16]([N:27]([CH2:28][CH2:29][N:30]([CH3:31])[CH3:32])[CH3:39])[CH2:15]3)[CH2:2][CH2:3][CH2:4][CH2:5][CH2:6]1. Reactants: CC(C)(C)[O-].[K+] (potassium 2-methylpropan-2-olate), FC1=CC=C(C=C1)N1N=CC2=CC(=CC=C12)OC(C(=O)N)C1=CC=CC=C1 (2-(1-(4-fluorophenyl)-1H-indazol-5-yloxy)-2-phenylacetamide), CC(C(=O)Cl)C (2-methylpropanoyl chloride). Solvent: C1CCOC1 (THF), C1CCOC1 (THF). Reaction conditions: temperature 0 celsius, time 10 minute. The product is FC1=CC=C(C=C1)N1N=CC2=CC(=CC=C12)OC(C(=O)NC(C(C)C)=O)C1=CC=CC=C1 (N-[2-[1-(4-fluorophenyl)indazol-5-yl]oxy-2-phenyl-acetyl]-2-methyl-propanamide). RXN SMILES: [F:1][C:2]1[CH:7]=[CH:6][C:5]([N:8]2[C:16]3[C:11](=[CH:12][C:13]([O:17][CH:18]([C:22]4[CH:27]=[CH:26][CH:25]=[CH:24][CH:23]=4)[C:19]([NH2:21])=[O:20])=[CH:14][CH:15]=3)[CH:10]=[N:9]2)=[CH:4][CH:3]=1.CC([O-])(C)C.[K+].[CH3:34][CH:35]([CH3:39])[C:36](Cl)=[O:37]>C1COCC1>[F:1][C:2]1[CH:3]=[CH:4][C:5]([N:8]2[C:16]3[C:11](=[CH:12][C:13]([O:17][CH:18]([C:22]4[CH:23]=[CH:24][CH:25]=[CH:26][CH:27]=4)[C:19]([NH:21][C:36](=[O:37])[CH:35]([CH3:39])[CH3:34])=[O:20])=[CH:14][CH:15]=3)[CH:10]=[N:9]2)=[CH:6][CH:7]=1 |f:1.2|. Procedure details: A stirred solution of 2-(1-(4-fluorophenyl)-1H-indazol-5-yloxy)-2-phenylacetamide (137b, 20 mg, 60 μmol) in THF (2 ml) was cooled to 0° C., and potassium 2-methylpropan-2-olate (18.6 mg, 170 μmol) was added. The mixture was stirred at 0° C. for 10 min, and a solution of 2-methylpropanoyl chloride (30 mg, 280 μmol) in THF (0.5 ml) was added. Stirring was continued for 30 min at 0° C. Then the sample was concentrated in vacuo and purified by semi-prep. HPLC go give white solid material, 14 mg (59%... Reaction SMILES: [Br:11][c:12]1[cH:13][n:14][c:15]([Cl:21])[c:16]([C:17](=[O:18])[OH:19])[cH:20]1.[C:22]([OH:23])(=[O:24])[CH3:25].[H-:2].[Na+:1].[O:26]=[CH:27][N:28]([CH3:29])[CH3:30].[OH2:31].[OH:3][c:4]1[cH:5][cH:6][c:7]([I:8])[cH:9][cH:10]1>>[O:3]([c:4]1[cH:5][cH:6][c:7]([I:8])[cH:9][cH:10]1)[c:15]1[n:14][cH:13][c:12]([Br:11])[cH:20][c:16]1[C:17](=[O:18])[OH:19]. Reactants: O=C(O)c1cc(Br)cnc1Cl, CC(=O)O, [H-], [Na+], CN(C)C=O, O, Oc1ccc(I)cc1. Yields the product O=C(O)c1cc(Br)cnc1Oc1ccc(I)cc1.